From a dataset of the Open Reaction Database (ORD), a public repository of structured organic reaction records. describe an organic reaction: reactants, conditions, products, and yield Starting materials: C(C)N(C(C)C)C(C)C (Ethyldiisopropylamine), C(C)(=O)OC(C)=O (acetic acid anhydride), C(C)(C)(C)OC(NCC(C)(C)O)=O (2-Hydroxy-2-methylpropylcarbamic acid tert-butylester). Reagents/catalysts: CN(C1=CC=NC=C1)C (4-dimethylaminopyridine). Run in ClCCl (dichloromethane), C(C)(=O)OCC (ethyl acetate). Conditions: temperature 0 celsius, time 16 hour. Product: C(C)(=O)OC(CNC(=O)OC(C)(C)C)(C)C (2-(tert-butoxycarbonylamino)-1,1-dimethylethyl acetate). Isolated yield 88.4%. As a reaction SMILES: [C:1]([O:5][C:6](=[O:13])[NH:7][CH2:8][C:9]([OH:12])([CH3:11])[CH3:10])([CH3:4])([CH3:3])[CH3:2].C(N(C(C)C)C(C)C)C.[C:23](OC(=O)C)(=[O:25])[CH3:24]>ClCCl.CN(C)C1C=CN=CC=1.C(OCC)(=O)C>[C:23]([O:12][C:9]([CH3:11])([CH3:10])[CH2:8][NH:7][C:6]([O:5][C:1]([CH3:4])([CH3:2])[CH3:3])=[O:13])(=[O:25])[CH3:24]. Reported procedure: 2-Hydroxy-2-methylpropylcarbamic acid tert-butylester (510 mg, 2.69 mmol) was dissolved in dichloromethane (7 ml). The solution was cooled to 0° C. Ethyldiisopropylamine (0.70 ml, 4.04 mmol), 4-dimethylaminopyridine (33 mg, 0.27 mmol), and acetic acid anhydride (0.33 ml, 3.50 mmol) were added successively. The reaction mixture was stirred for 16 h, while slowly warming up to room temperature. It was diluted with ethyl acetate (30 ml) and extracted with 1N hydrochloric acid (30 ml). The aqueous p... The reactants are O=[N+]([O-])c1ccc(F)cc1Br, CS(C)=O, C1CC2CCC1N2, Cl, [K+], [K+], O=C([O-])[O-], O. Product: O=[N+]([O-])c1ccc(N2C3CCC2CC3)cc1Br. As a reaction SMILES: [Br:1][c:2]1[c:3]([N+:9](=[O:10])[O-:11])[cH:4][cH:5][c:6]([F:8])[cH:7]1.[CH3:26][S:27]([CH3:28])=[O:29].[CH:19]12[CH2:20][CH2:21][CH:22]([CH2:23][CH2:24]1)[NH:25]2.[ClH:18].[K+:12].[K+:13].[O-:14][C:15]([O-:16])=[O:17].[OH2:30]>>[Br:1][c:2]1[c:3]([N+:9](=[O:10])[O-:11])[cH:4][cH:5][c:6]([N:25]2[CH:19]3[CH2:20][CH2:21][CH:22]2[CH2:23][CH2:24]3)[cH:7]1. Reactants: O=C=Nc1ccc(Oc2ccccc2)cc1, CC(C)C(=O)Nc1cccc(C2CCN(CCCN)CC2)c1. Product: CC(C)C(=O)Nc1cccc(C2CCN(CCCNC(=O)Nc3ccc(Oc4ccccc4)cc3)CC2)c1. Reaction SMILES: [N:1](=[C:2]=[O:3])[c:4]1[cH:5][cH:6][c:7]([O:10][c:11]2[cH:12][cH:13][cH:14][cH:15][cH:16]2)[cH:8][cH:9]1.[NH2:17][CH2:18][CH2:19][CH2:20][N:21]1[CH2:22][CH2:23][CH:24]([c:27]2[cH:28][c:29]([NH:33][C:34]([CH:35]([CH3:36])[CH3:37])=[O:38])[cH:30][cH:31][cH:32]2)[CH2:25][CH2:26]1>>[NH:1]([C:2](=[O:3])[NH:17][CH2:18][CH2:19][CH2:20][N:21]1[CH2:22][CH2:23][CH:24]([c:27]2[cH:28][c:29]([NH:33][C:34]([CH:35]([CH3:36])[CH3:37])=[O:38])[cH:30][cH:31][cH:32]2)[CH2:25][CH2:26]1)[c:4]1[cH:5][cH:6][c:7]([O:10][c:11]2[cH:12][cH:13][cH:14][cH:15][cH:16]2)[cH:8][cH:9]1. The reactants are C=CCc1sc(COc2ccc(F)c(C(N)=O)c2F)nc1-c1ccc(OC)cc1, CO. Yields the product CCCc1sc(COc2ccc(F)c(C(N)=O)c2F)nc1-c1ccc(OC)cc1. RXN SMILES: [CH2:1]([CH:2]=[CH2:3])[c:4]1[c:5](-[c:22]2[cH:23][cH:24][c:25]([O:28][CH3:29])[cH:26][cH:27]2)[n:6][c:7]([CH2:9][O:10][c:11]2[c:12]([F:21])[c:13]([C:14](=[O:15])[NH2:16])[c:17]([F:20])[cH:18][cH:19]2)[s:8]1.[CH3:30][OH:31]>>[CH2:1]([CH2:2][CH3:3])[c:4]1[c:5](-[c:22]2[cH:23][cH:24][c:25]([O:28][CH3:29])[cH:26][cH:27]2)[n:6][c:7]([CH2:9][O:10][c:11]2[c:12]([F:21])[c:13]([C:14](=[O:15])[NH2:16])[c:17]([F:20])[cH:18][cH:19]2)[s:8]1. Reaction SMILES: [C:1]([CH3:2])([CH3:3])([CH3:4])[O:5][C:6]([NH:7][CH:8]([CH2:9][c:10]1[cH:11][cH:12][cH:13][cH:14][cH:15]1)[CH:16]1[O:17][CH2:18]1)=[O:19].[CH2:20]1[CH2:21][O:22][CH2:23][CH2:24][NH:25]1>>[C:1]([CH3:2])([CH3:3])([CH3:4])[O:5][C:6]([NH:7][CH:8]([CH2:9][c:10]1[cH:11][cH:12][cH:13][cH:14][cH:15]1)[CH:16]([OH:17])[CH2:18][N:25]1[CH2:20][CH2:21][O:22][CH2:23][CH2:24]1)=[O:19]. Starting materials: CC(C)(C)OC(=O)NC(Cc1ccccc1)C1CO1, C1COCCN1. The product is CC(C)(C)OC(=O)NC(Cc1ccccc1)C(O)CN1CCOCC1. Starting materials: CC1=C(S(=O)(=O)N)C=C(C(=C1[N+](=O)[O-])N(CCC)CCC)[N+](=O)[O-] (methyl-3,5-dinitro-N4,N4 -dipropylsulfanilamide), ClC(=O)OCC (ethyl chloroformate), C([O-])([O-])=O.[K+].[K+] (potassium carbonate). Solvent: C(OC)COC (dimethoxyethane). Yields the product C(C)OC(=O)N(S(=O)(C1=CC(=C(C(=C1)[N+](=O)[O-])N(CCC)CCC)[N+](=O)[O-])=O)C (N1 -ethoxycarbonyl-N1 -methyl-3,5-dinitro-N4,N4 -di-n-propylsulfanilamide). RXN SMILES: C[C:2]1[C:11]([N+:12]([O-:14])=[O:13])=[C:10]([N:15]([CH2:19][CH2:20][CH3:21])[CH2:16][CH2:17][CH3:18])[C:9]([N+:22]([O-:24])=[O:23])=[CH:8][C:3]=1[S:4]([NH2:7])(=[O:6])=[O:5].Cl[C:26]([O:28][CH2:29][CH3:30])=[O:27].[C:31](=O)([O-])[O-].[K+].[K+]>C(COC)OC>[CH2:29]([O:28][C:26]([N:7]([CH3:31])[S:4](=[O:5])([C:3]1[CH:8]=[C:9]([N+:22]([O-:24])=[O:23])[C:10]([N:15]([CH2:16][CH2:17][CH3:18])[CH2:19][CH2:20][CH3:21])=[C:11]([N+:12]([O-:14])=[O:13])[CH:2]=1)=[O:6])=[O:27])[CH3:30] |f:2.3.4|. Procedure details: A mixture of 3.6 g (0.01 mol) N1 methyl-3,5-dinitro-N4,N4 -dipropylsulfanilamide, 2.2 g (0.02 mol) ethyl chloroformate, 2.8 g (0.02 mol) potassium carbonate, and 50 ml dimethoxyethane was heated at reflux until gas evolution ceased. The reaction mixture was filtered and evaporated under reduced pressure. The residue was recrystallized from ethanol to give 2.5 g of the product, m.p. 104°C (dec.). Starting materials: CNCCOC, O=C(O)CCCOc1ccc(C2CCN(c3ccc4nnc(C(F)(F)F)n4n3)CC2)cc1. The product is COCCN(C)C(=O)CCCOc1ccc(C2CCN(c3ccc4nnc(C(F)(F)F)n4n3)CC2)cc1. As a reaction SMILES: [CH3:33][O:34][CH2:35][CH2:36][NH:37][CH3:38].[F:1][C:2]([c:3]1[n:4][n:5][c:6]2[n:7]1[n:8][c:9]([N:12]1[CH2:13][CH2:14][CH:15]([c:18]3[cH:19][cH:20][c:21]([O:22][CH2:23][CH2:24][CH2:25][C:26](=[O:27])[OH:28])[cH:29][cH:30]3)[CH2:16][CH2:17]1)[cH:10][cH:11]2)([F:31])[F:32]>>[F:1][C:2]([c:3]1[n:4][n:5][c:6]2[n:7]1[n:8][c:9]([N:12]1[CH2:13][CH2:14][CH:15]([c:18]3[cH:19][cH:20][c:21]([O:22][CH2:23][CH2:24][CH2:25][C:26](=[O:27])[N:37]([CH2:36][CH2:35][O:34][CH3:33])[CH3:38])[cH:29][cH:30]3)[CH2:16][CH2:17]1)[cH:10][cH:11]2)([F:31])[F:32]. The reactants are CC(=O)O, O=C1Nc2ccc(I)cc2C1=O, NNC(=O)c1ccccc1. Yields the product O=C1Nc2ccc(I)cc2C1=NNC(=O)c1ccccc1. As a reaction SMILES: [CH3:23][C:24](=[O:25])[OH:26].[I:1][c:2]1[cH:3][c:4]2[c:8]([cH:9][cH:10]1)[NH:7][C:6](=[O:11])[C:5]2=[O:12].[NH2:13][NH:14][C:15](=[O:16])[c:17]1[cH:18][cH:19][cH:20][cH:21][cH:22]1>>[I:1][c:2]1[cH:3][c:4]2[c:8]([cH:9][cH:10]1)[NH:7][C:6](=[O:11])[C:5]2=[N:13][NH:14][C:15](=[O:16])[c:17]1[cH:18][cH:19][cH:20][cH:21][cH:22]1.